Dataset: the Open Reaction Database (ORD), a public repository of structured organic reaction records. Task: describe an organic reaction: reactants, conditions, products, and yield The product is COC(=O)c1ccc(N(C)c2ccccc2)cc1. Reaction SMILES: [CH3:12][NH:13][c:14]1[cH:15][cH:16][cH:17][cH:18][cH:19]1.[CH3:28][O:29][CH2:30][CH2:31][O:32][CH3:33].[Cl:1][c:2]1[cH:3][cH:4][c:5]([C:6](=[O:7])[O:8][CH3:9])[cH:10][cH:11]1.[K+:25].[K+:26].[K+:27].[O-:35][C:36]([CH3:37])=[O:38].[O-:39][C:40]([CH3:41])=[O:42].[P:20]([O-:21])([O-:22])([O-:23])=[O:24].[Pd+2:34]>>[c:2]1([N:13]([CH3:12])[c:14]2[cH:15][cH:16][cH:17][cH:18][cH:19]2)[cH:3][cH:4][c:5]([C:6](=[O:7])[O:8][CH3:9])[cH:10][cH:11]1. Starting materials: CNc1ccccc1, COCCOC, COC(=O)c1ccc(Cl)cc1, [K+], [K+], [K+], CC(=O)[O-], CC(=O)[O-], O=P([O-])([O-])[O-], [Pd+2]. Starting materials: COc1cc(C(=O)c2c(Br)oc3c(OC(C)=O)c(OC)ccc23)cc(OC)c1OC, CS(C)=O, N#C[Na]. Product: COc1cc(C(=O)c2c(C#N)oc3c(OC(C)=O)c(OC)ccc23)cc(OC)c1OC. Reaction SMILES: [Br:1][c:2]1[o:3][c:4]2[c:5]([c:6]1[C:7]([c:8]1[cH:9][c:10]([O:18][CH3:19])[c:11]([O:16][CH3:17])[c:12]([O:14][CH3:15])[cH:13]1)=[O:20])[cH:21][cH:22][c:23]([O:29][CH3:30])[c:24]2[O:25][C:26]([CH3:27])=[O:28].[CH3:34][S:35]([CH3:36])=[O:37].[Na:31][C:32]#[N:33]>>[c:2]1([C:32]#[N:33])[o:3][c:4]2[c:5]([c:6]1[C:7]([c:8]1[cH:9][c:10]([O:18][CH3:19])[c:11]([O:16][CH3:17])[c:12]([O:14][CH3:15])[cH:13]1)=[O:20])[cH:21][cH:22][c:23]([O:29][CH3:30])[c:24]2[O:25][C:26]([CH3:27])=[O:28]. The reactants are O=C([O-])[O-], CN(C)Cc1ccc(CO)o1, Cl, [K+], [K+], O, CNC(=C[N+](=O)[O-])NCCS. The product is CNC(=C[N+](=O)[O-])NCCSCc1ccc(CN(C)C)o1. As a reaction SMILES: [C:25](=[O:26])([O-:27])[O-:28].[CH3:12][N:13]([CH3:14])[CH2:15][c:16]1[cH:17][cH:18][c:19]([CH2:21][OH:22])[o:20]1.[ClH:23].[K+:29].[K+:30].[OH2:24].[SH:1][CH2:2][CH2:3][NH:4][C:5](=[CH:6][N+:7](=[O:8])[O-:9])[NH:10][CH3:11]>>[S:1]([CH2:2][CH2:3][NH:4][C:5](=[CH:6][N+:7](=[O:8])[O-:9])[NH:10][CH3:11])[CH2:21][c:19]1[cH:18][cH:17][c:16]([CH2:15][N:13]([CH3:12])[CH3:14])[o:20]1. The product is COc1cccc(OC)c1C(=O)Nc1cc(C(C)(C)C)n[nH]1. RXN SMILES: [C:1]([CH3:2])([CH3:3])([CH3:4])[c:5]1[n:6][nH:7][c:8]([NH2:10])[cH:9]1.[CH3:11][O:12][c:13]1[c:14]([C:15](=[O:16])[Cl:17])[c:18]([O:22][CH3:23])[cH:19][cH:20][cH:21]1.[cH:24]1[cH:25][cH:26][cH:27][cH:28][cH:29]1>>[C:1]([CH3:2])([CH3:3])([CH3:4])[c:5]1[n:6][nH:7][c:8]([NH:10][C:15]([c:14]2[c:13]([O:12][CH3:11])[cH:21][cH:20][cH:19][c:18]2[O:22][CH3:23])=[O:16])[cH:9]1. Reactants: CC(C)(C)c1cc(N)[nH]n1, COc1cccc(OC)c1C(=O)Cl, c1ccccc1. Starting materials: COC1=CC(=NC=C1)CCC1=NC=2C(=NC=C(C2)I)N1 (2-[2-(4-methoxypyridin-2-yl)ethyl]-6-iodo-3H-imidazo[4,5-b]pyridine), COC1=CC(=NC=C1)CCC1=NC=2C(=NC=C(C2)I)N1 (2-[2-(4-methoxypyridin-2-yl)ethyl]-6-iodo-3H-imidazo[4,5-b]pyridine), C([O-])([O-])=O.[K+].[K+] (potassium carbonate), [Cl-].[Li+] (lithium chloride), BrC1=CC=C(C=C1)S(=O)(=O)N1CCN(CC1)C1=CC=C(C=C1)C#N (1-(4-bromo-benzene-sulfonyl)-4-(4-cyanophenyl)-piperazine), bis-(pinacolato)-diboron, [1,1′-bis(diphenyl-phosphino)ferrocene]palladium-dichloride, C(C)(=O)[O-].[K+] (potassium acetate). Reagents/catalysts: [Pd].C1(=CC=CC=C1)P(C1=CC=CC=C1)C1=CC=CC=C1.C1(=CC=CC=C1)P(C1=CC=CC=C1)C1=CC=CC=C1.C1(=CC=CC=C1)P(C1=CC=CC=C1)C1=CC=CC=C1.C1(=CC=CC=C1)P(C1=CC=CC=C1)C1=CC=CC=C1 (tetrakis(triphenylphosphine)-palladium(0)), C1(=CC=CC=C1)P([C-]1C=CC=C1)C1=CC=CC=C1.[C-]1(C=CC=C1)P(C1=CC=CC=C1)C1=CC=CC=C1.[Fe+2] (1,1′-bis-(diphenylphosphino)-ferrocene). Solvent: O (water), O (water), O1CCOCC1 (dioxane), O1CCOCC1 (dioxane). Conditions: temperature 85 celsius. Product: COC1=CC(=NC=C1)CCC1=NC=2C(=NC=C(C2)C2=CC=C(C=C2)S(=O)(=O)N2CCN(CC2)C2=CC=C(C=C2)C#N)N1 (2-[2-(4-Methoxypyridin-2-yl)ethyl]-6-{4-[4-(4-cyanophenyl)-piperazin-1-yl-sulfonyl]-phenyl}-3H-imidazo-[4,5-b]pyridine). The yield is 84.9%. RXN SMILES: Br[C:2]1[CH:7]=[CH:6][C:5]([S:8]([N:11]2[CH2:16][CH2:15][N:14]([C:17]3[CH:22]=[CH:21][C:20]([C:23]#[N:24])=[CH:19][CH:18]=3)[CH2:13][CH2:12]2)(=[O:10])=[O:9])=[CH:4][CH:3]=1.C([O-])(=O)C.[K+].[CH3:30][O:31][C:32]1[CH:37]=[CH:36][N:35]=[C:34]([CH2:38][CH2:39][C:40]2[NH:49][C:43]3=[N:44][CH:45]=[C:46](I)[CH:47]=[C:42]3[N:41]=2)[CH:33]=1.C(=O)([O-])[O-].[K+].[K+].[Cl-].[Li+]>O1CCOCC1.O.C1(P(C2C=CC=CC=2)[C-]2C=CC=C2)C=CC=CC=1.[C-]1(P(C2C=CC=CC=2)C2C=CC=CC=2)C=CC=C1.[Fe+2].[Pd].C1(P(C2C=CC=CC=2)C2C=CC=CC=2)C=CC=CC=1.C1(P(C2C=CC=CC=2)C2C=CC=CC=2)C=CC=CC=1.C1(P(C2C=CC=CC=2)C2C=CC=CC=2)C=CC=CC=1.C1(P(C2C=CC=CC=2)C2C=CC=CC=2)C=CC=CC=1>[CH3:30][O:31][C:32]1[CH:37]=[CH:36][N:35]=[C:34]([CH2:38][CH2:39][C:40]2[NH:49][C:43]3=[N:44][CH:45]=[C:46]([C:2]4[CH:3]=[CH:4][C:5]([S:8]([N:11]5[CH2:16][CH2:15][N:14]([C:17]6[CH:22]=[CH:21][C:20]([C:23]#[N:24])=[CH:19][CH:18]=6)[CH2:13][CH2:12]5)(=[O:9])=[O:10])=[CH:6][CH:7]=4)[CH:47]=[C:42]3[N:41]=2)[CH:33]=1 |f:1.2,4.5.6,7.8,11.12.13,14.15.16.17.18|. Procedure details: A mixture of 0.406 g of 1-(4-bromo-benzene-sulfonyl)-4-(4-cyanophenyl)-piperazine, 0.28 g of bis-(pinacolato)-diboron, 0.017 g of 1,1′-bis-(diphenylphosphino)-ferrocene, 0.022 g of [1,1′-bis(diphenyl-phosphino)ferrocene]palladium-dichloride (complex with CH2Cl2), 0.294 g of potassium acetate in 6 ml of degassed dioxane are heated to 85° C. in a sealed tube under N2 for 18 hours. To the resulting mixture 4 ml of degassed dioxane, 0.228 g of 2-[2-(4-methoxypyridin-2-yl)ethyl]-6-iodo-3H-imidazo[4,5... Starting materials: ClC1=NC=2N([C@@H](C(N(C2C=N1)C)=O)CC)C1CC1 ((R)-2-chloro-8-cyclopropyl-7-ethyl-5-methyl-7,8-dihydropteridin-6(5H)-one), N1C(=NC=C1)C=1C=NC=NC1 (5-(1H-imidazol-2-yl)pyrimidine). Yields the product C1(CC1)N1[C@@H](C(N(C=2C=NC(=NC12)N1C(=NC=C1)C=1C=NC=NC1)C)=O)CC ((R)-8-cyclopropyl-7-ethyl-5-methyl-2-(2-(pyrimidin-5-yl)-1H-imidazol-1-yl)-7,8-dihydropteridin-6(5H)-one). Reaction SMILES: Cl[C:2]1[N:11]=[CH:10][C:9]2[N:8]([CH3:12])[C:7](=[O:13])[C@@H:6]([CH2:14][CH3:15])[N:5]([CH:16]3[CH2:18][CH2:17]3)[C:4]=2[N:3]=1.[NH:19]1[CH:23]=[CH:22][N:21]=[C:20]1[C:24]1[CH:25]=[N:26][CH:27]=[N:28][CH:29]=1>>[CH:16]1([N:5]2[C:4]3[N:3]=[C:2]([N:19]4[CH:23]=[CH:22][N:21]=[C:20]4[C:24]4[CH:29]=[N:28][CH:27]=[N:26][CH:25]=4)[N:11]=[CH:10][C:9]=3[N:8]([CH3:12])[C:7](=[O:13])[C@H:6]2[CH2:14][CH3:15])[CH2:18][CH2:17]1. Procedure: The title compound was prepared similarly to the methods described in Example 77, with Intermediate O instead of Intermediate C and with 5-(1H-imidazol-2-yl)pyrimidine instead of 2-phenyl-1H-imidazole. LCMS: 377.1 m/z (M+H)+; ret. Time: 4.44 min (Analytical Method C). The reactants are BrCCCCCCBr, [Mg+]Cc1ccccc1, [Cl-], C1CCOC1. The product is BrCCCCCCCc1ccccc1. Reaction SMILES: [Br:1][CH2:2][CH2:3][CH2:4][CH2:5][CH2:6][CH2:7][Br:8].[CH2:10]([c:11]1[cH:12][cH:13][cH:14][cH:15][cH:16]1)[Mg+:17].[Cl-:9].[O:18]1[CH2:19][CH2:20][CH2:21][CH2:22]1>>[CH2:2]([CH2:3][CH2:4][CH2:5][CH2:6][CH2:7][Br:8])[CH2:10][c:11]1[cH:12][cH:13][cH:14][cH:15][cH:16]1.